This data is from the Open Reaction Database (ORD), a public repository of structured organic reaction records. The task is: describe an organic reaction: reactants, conditions, products, and yield Yields the product O=C(NC(CO)c1ccccc1)c1cccnc1Oc1cccc(Cl)c1. Reaction SMILES: [Cl:1][c:2]1[cH:3][c:4]([O:5][c:6]2[c:7]([C:8](=[O:9])[OH:10])[cH:11][cH:12][cH:13][n:14]2)[cH:15][cH:16][cH:17]1.[ClH:28].[OH:18][CH2:19][CH:20]([c:21]1[cH:22][cH:23][cH:24][cH:25][cH:26]1)[NH2:27].[S:29]([Cl:30])([Cl:31])=[O:32].[cH:33]1[cH:34][cH:35][n:36][cH:37][cH:38]1>>[Cl:1][c:2]1[cH:3][c:4]([O:5][c:6]2[c:7]([C:8](=[O:10])[NH:27][CH:20]([CH2:19][OH:18])[c:21]3[cH:22][cH:23][cH:24][cH:25][cH:26]3)[cH:11][cH:12][cH:13][n:14]2)[cH:15][cH:16][cH:17]1. The reactants are O=C(O)c1cccnc1Oc1cccc(Cl)c1, Cl, NC(CO)c1ccccc1, O=S(Cl)Cl, c1ccncc1.